From a dataset of the Open Reaction Database (ORD), a public repository of structured organic reaction records. describe an organic reaction: reactants, conditions, products, and yield Reactants: C(C)C1=C(COC=2C(=NC=C(C(=O)OCC3=C(C=CC=C3C)CC)C2)[N+](=O)[O-])C(=CC=C1)C (2-ethyl-6-methylbenzyl 5-(2-ethyl-6-methylbenzyloxy)-6-nitronicotinate), N (ammonia). Solvent: CO (methanol). Run at temperature 35 celsius, time 96 hour. Yields the product NC1=NC=C(C(=O)N)C=C1OCC1=C(C=CC=C1C)CC (6-amino-5-(2-ethyl-6-methylbenzyloxy)nicotinamide). Yield: 31.0%. Reaction SMILES: [CH2:1]([C:3]1[CH:32]=[CH:31][CH:30]=[C:29]([CH3:33])[C:4]=1[CH2:5][O:6][C:7]1[C:8]([N+:26]([O-])=O)=[N:9][CH:10]=[C:11]([CH:25]=1)[C:12](OCC1C(C)=CC=CC=1CC)=[O:13])[CH3:2].[NH3:34]>CO>[NH2:26][C:8]1[C:7]([O:6][CH2:5][C:4]2[C:29]([CH3:33])=[CH:30][CH:31]=[CH:32][C:3]=2[CH2:1][CH3:2])=[CH:25][C:11]([C:12]([NH2:34])=[O:13])=[CH:10][N:9]=1. Reported procedure: 2-ethyl-6-methylbenzyl 5-(2-ethyl-6-methylbenzyloxy)-6-nitronicotinate (0.7 g, 2 mmol) was added to a solution of ammonia in methanol (5-10%)(40 ml) and the mixture was stirred at 35° C. for 96 h. The solvent was evaporated under reduced pressure. Purification of the residue twice by column chromatography on silica gel using ethylacetate:methylene chloride (1:1) and methanol:methylene chloride (1:9) as eluent gave 0.14 g (31%) of the title compound.